From a dataset of the Open Reaction Database (ORD), a public repository of structured organic reaction records. describe an organic reaction: reactants, conditions, products, and yield Reactants: C(C1=CC=CC=C1)Cl (benzyl chloride), [C-]#N.[Na+] (sodium cyanide), compound I. Run in C(C)#N (acetonitrile). Yields the product C1(=CC=CC=C1)CC#N (phenylacetonitrile). Reaction SMILES: [CH2:1](Cl)[C:2]1[CH:7]=[CH:6][CH:5]=[CH:4][CH:3]=1.[C-:9]#[N:10].[Na+]>C(#N)C>[C:2]1([CH2:1][C:9]#[N:10])[CH:7]=[CH:6][CH:5]=[CH:4][CH:3]=1 |f:1.2|. Procedure: A mixture of 0.635 g. (0.005 mole) benzyl chloride, O.50 g. sodium cyanide (0.010 mole), 0.53 g. (0.0005 mole) compound I (R = --CH2CH2 -O--2CH2CH3), and 15 ml. acetonitrile was stirred at reflux for 3.0 hours, at which time vapor-phase chromatographic analysis of the reaction mixture showed complete consumption of benzyl chloride and formation of phenylacetonitrile as the sole product. The reaction mixture was poured into water and extracted with petroleum ether to afford phenylacetonitrile and... Reactants: [BH4-], [K+], CCC1C(=O)c2c(cc(OCC(=O)O)c(Cl)c2Cl)C1c1ccccc1, O. The product is CCC1C(O)c2c(cc(OCC(=O)O)c(Cl)c2Cl)C1c1ccccc1. As a reaction SMILES: [BH4-:26].[K+:27].[O:1]=[C:2]1[CH:3]([CH2:24][CH3:25])[CH:4]([c:18]2[cH:19][cH:20][cH:21][cH:22][cH:23]2)[c:5]2[cH:6][c:7]([O:13][CH2:14][C:15](=[O:16])[OH:17])[c:8]([Cl:12])[c:9]([Cl:11])[c:10]21.[OH2:28]>>[OH:1][CH:2]1[CH:3]([CH2:24][CH3:25])[CH:4]([c:18]2[cH:19][cH:20][cH:21][cH:22][cH:23]2)[c:5]2[cH:6][c:7]([O:13][CH2:14][C:15](=[O:16])[OH:17])[c:8]([Cl:12])[c:9]([Cl:11])[c:10]21. The solvent is C1CCOC1 (THF). The reactants are ON1C(C=2C(C1=O)=CC=CC2)=O (N-hydroxyphthalimide), C1(=CC=CC=C1)P(C1=CC=CC=C1)C1=CC=CC=C1 (triphenylphosphine), CCOC(=O)/N=N/C(=O)OCC (diethylazodicarboxylate), C(\C=C(/C)\CCC=C(C)C)CC(C)=CCC\C(\C)=C\CO (geranylgeraniol), C1(=CC=CC=C1)P(C1=CC=CC=C1)C1=CC=CC=C1 (triphenylphosphine), CCOC(=O)/N=N/C(=O)OCC (diethylazodicarboxylate). Yields the product C\C(=C/CON1C(C=2C(C1=O)=CC=CC2)=O)\CC\C=C(\CC\C=C(\CCC=C(C)C)/C)/C ((E,E,E)-N-(3,7,11,15-tetramethyl-2,6,10,14-hexadecatetraenyloxy)phthalimide). Run at time 18 hour. As a reaction SMILES: [OH:1][N:2]1[C:6](=[O:7])[C:5]2=[CH:8][CH:9]=[CH:10][CH:11]=[C:4]2[C:3]1=[O:12].C1(P(C2C=CC=CC=2)C2C=CC=CC=2)C=CC=CC=1.CCOC(/N=N/C(OCC)=O)=O.[CH2:44]([CH2:54][C:55](=[CH:57][CH2:58][CH2:59]/[C:60](=[CH:62]/[CH2:63]O)/[CH3:61])[CH3:56])/[CH:45]=[C:46](/[CH2:48][CH2:49][CH:50]=[C:51]([CH3:53])[CH3:52])\[CH3:47]>C1COCC1>[CH3:61]/[C:60](/[CH2:59][CH2:58]/[CH:57]=[C:55](\[CH3:56])/[CH2:54][CH2:44]/[CH:45]=[C:46](\[CH3:47])/[CH2:48][CH2:49][CH:50]=[C:51]([CH3:53])[CH3:52])=[CH:62]\[CH2:63][O:1][N:2]1[C:3](=[O:12])[C:4]2=[CH:11][CH:10]=[CH:9][CH:8]=[C:5]2[C:6]1=[O:7]. Procedure: A solution of N-hydroxyphthalimide (1.12 g, 6.88 mmol), triphenylphosphine (1.81 g, 6.88 mmol) and diethylazodicarboxylate (1.19 mL, 7.57 mmol) in anhydrous THF (60 mL) was treated with geranylgeraniol (2.0 g, 6.88 mmol) and the resulting mixture was stirred for 18 h at rt. After addition of triphenylphosphine (0.905 g, 3.44 mmol) and diethylazodicarboxylate (0.595 mL, 3.78 mmol), the mixture was stirred at rt for another 24 h. The solvent was evaporated and the residue was purified on 230-400 m... Isolated yield 87.8%. Reactants: ClC=1C2=C(N=CN1)NC(=C2)C(=O)OCC (ethyl 4-chloro-7H-pyrrolo[2,3-d]pyrimidine-6-carboxylate), NC1=CC2=C(NC(S2)=O)C=C1OC (6-amino-5-methoxy-1,3-benzothiazol-2(3H)-one). The product is COC=1C(=CC2=C(NC(S2)=O)C1)NC=1C2=C(N=CN1)NC(=C2)C(=O)OCC (Ethyl 4-[(5-methoxy-2-oxo-2,3-dihydro-1,3-benzothiazol-6-yl)amino]-7H-pyrrolo[2,3-d]pyrimidine-6-carboxylate). As a reaction SMILES: Cl[C:2]1[C:3]2[CH:10]=[C:9]([C:11]([O:13][CH2:14][CH3:15])=[O:12])[NH:8][C:4]=2[N:5]=[CH:6][N:7]=1.[NH2:16][C:17]1[C:26]([O:27][CH3:28])=[CH:25][C:20]2[NH:21][C:22](=[O:24])[S:23][C:19]=2[CH:18]=1>>[CH3:28][O:27][C:26]1[C:17]([NH:16][C:2]2[C:3]3[CH:10]=[C:9]([C:11]([O:13][CH2:14][CH3:15])=[O:12])[NH:8][C:4]=3[N:5]=[CH:6][N:7]=2)=[CH:18][C:19]2[S:23][C:22](=[O:24])[NH:21][C:20]=2[CH:25]=1. Reported procedure: 75 mg (332 μmol) ethyl 4-chloro-7H-pyrrolo[2,3-d]pyrimidine-6-carboxylate (CAS-No: 187725-00-4) were transformed in analogy to example 1 using 6-amino-5-methoxy-1,3-benzothiazol-2(3H)-one to give after working up and purification 20.0 mg (15%) of the title compound. Reactants: [H-].[Na+] (sodium hydride), [H-].[Na+] (sodium hydride), ICCCCCI (1,5-diiodopentane), C(C)N1C2=C(C(C=3C=C(C=CC13)C)=O)N(N=C2)C (4-ETHYL-1,7DIMETHYL-1,4-DIHYDRO-9H-PYRAZOLO[4,3-b]QUINOLIN-9-ONE), CN(C=O)C (N,N-dimethylformamide). Run at time 1 hour. Product: IC=1C=CC=C(C1)N1C2=C(C(C=3C=C(C=CC13)C)=O)N(N=C2)C (4-(5-IODOPHENYL)-1,7-DIMETHYL-1,4-DIHYDRO-9H-PYRAZOLO[4,3-b]QUINOLIN-9-ONE). Isolated yield 46.0%. As a reaction SMILES: [H-].[Na+].[CH2:3]([N:5]1[C:14]2[CH:13]=[CH:12][C:11]([CH3:15])=[CH:10][C:9]=2[C:8](=[O:16])[C:7]2[N:17]([CH3:20])[N:18]=[CH:19][C:6]1=2)[CH3:4].ICC[CH2:24][CH2:25][CH2:26][I:27].[CH3:28]N(C)C=O>>[I:27][C:26]1[CH:25]=[CH:24][CH:4]=[C:3]([N:5]2[C:14]3[CH:13]=[CH:12][C:11]([CH3:15])=[CH:10][C:9]=3[C:8](=[O:16])[C:7]3[N:17]([CH3:20])[N:18]=[CH:19][C:6]2=3)[CH:28]=1 |f:0.1|. Reported procedure: To a suspension of sodium hydride (60-72% in mineral oil, 0.14 g, 3.5 mmol), which was washed with hexane and dried in vacuo, in N,N-dimethylformamide (25 ml) was added a N,N-dimethylformamide solution of 1,7-dimethyl-1,4-dihydro-9H-pyrazolo[4,3-b]quinolin-9-one (EXAMPLE 47, step 2, 0.5 g, 2.3 mmol) at 0° C. The mixture was allowed to warm up to room temperature and stirred for 1 h. After 1,5-diiodopentane (1.74 ml, 11.7 mmol) was added at 0° C., the mixture was stood at room temperature for 2 d... Reactants: CC=1C=CC(=CC1)S(=O)(=O)O (TsOH), O (H2O), C(C)(C)(C)[Si](O[C@H]1[C@@](O[C@@H](C1)COOC)(N1C=NC=2C(NC(=O)OCCC3=CC=C(C=C3)[N+](=O)[O-])=NC=NC12)C(C1=CC=CC=C1)(C1=CC=CC=C1)C1=CC=CC=C1)(C)C (2'-O-[(tert-Butyl)dimethylsilyl]-3'-deoxy-5'-O-monomethoxytrityl-6-N-[2-(4-nitrophenyl)ethoxycarbonyl]-adenosine). Solvent: CCOC(=O)C (EtOAc), C(Cl)Cl.CO (CH2Cl2 MeOH). Product: C(C)(C)(C)[Si](O[C@H]1[C@@H](O[C@@H](C1)CO)N1C=NC=2C(NC(=O)OCCC3=CC=C(C=C3)[N+](=O)[O-])=NC=NC12)(C)C (2'-O-[(tert-Butyl)dimethylsilyl]-3'-deoxy-6-N-[2-(4-nitrophenyl)ethoxycarbonyl]-adenosine). The yield is 94.9%. RXN SMILES: [C:1]([Si:5]([CH3:60])([CH3:59])[O:6][C@@H:7]1[CH2:11][C@@H:10]([CH2:12][O:13]OC)[O:9][C@@:8]1(C(C1C=CC=CC=1)(C1C=CC=CC=1)C1C=CC=CC=1)[N:16]1[C:39]2[N:38]=[CH:37][N:36]=[C:20]([NH:21][C:22]([O:24][CH2:25][CH2:26][C:27]3[CH:32]=[CH:31][C:30]([N+:33]([O-:35])=[O:34])=[CH:29][CH:28]=3)=[O:23])[C:19]=2[N:18]=[CH:17]1)([CH3:4])([CH3:3])[CH3:2].CC1C=CC(S(O)(=O)=O)=CC=1.O>C(Cl)Cl.CO.CCOC(C)=O>[C:1]([Si:5]([CH3:60])([CH3:59])[O:6][C@@H:7]1[CH2:11][C@@H:10]([CH2:12][OH:13])[O:9][C@H:8]1[N:16]1[C:39]2[N:38]=[CH:37][N:36]=[C:20]([NH:21][C:22]([O:24][CH2:25][CH2:26][C:27]3[CH:32]=[CH:31][C:30]([N+:33]([O-:35])=[O:34])=[CH:29][CH:28]=3)=[O:23])[C:19]=2[N:18]=[CH:17]1)([CH3:3])([CH3:2])[CH3:4] |f:3.4|. Procedure details: Detritylation of the fully protected monomer was accomplished by stirring a mixture of 831 mg (1 mmol) of 17 in CH2Cl2 /MeOH 4:1 (20 ml) containing 2% of TsOH×H2O for 15 minutes at r.t. The mixture was then diluted with EtOAc (130 ml), washed with saturated NaHCO3 solution (2×60 ml) and back-extracted. The organic layer was dried (MgSO4) and evaporated. The residue of the 5'-OH monomer intermediate was purified by FC (silica gel, 11.5×3 cm, gradient toluene/EtOAc 1:1+6% MeOH) to yield 530 mg (95... Starting materials: NC1CN2CCC1CC2 (3-aminoquinuclidine), COC1=C(C(=O)N=C=O)C=CC=C1 (2-methoxybenzoyl isocyanate). The product is N12CC(C(CC1)CC2)NC(=O)NC(C2=C(C=CC=C2)OC)=O (N-[[[1-Azabicyclo[2.2.2]octan-3-yl]amino]carbonyl]-2-methoxybenzamide). The yield is 105.5%. RXN SMILES: [NH2:1][CH:2]1[CH:7]2[CH2:8][CH2:9][N:4]([CH2:5][CH2:6]2)[CH2:3]1.[CH3:10][O:11][C:12]1[CH:22]=[CH:21][CH:20]=[CH:19][C:13]=1[C:14]([N:16]=[C:17]=[O:18])=[O:15]>>[N:4]12[CH2:9][CH2:8][CH:7]([CH2:6][CH2:5]1)[CH:2]([NH:1][C:17]([NH:16][C:14](=[O:15])[C:13]1[CH:19]=[CH:20][CH:21]=[CH:22][C:12]=1[O:11][CH3:10])=[O:18])[CH2:3]2. Procedure details: This compound was prepared by the procedure of example 1, using 3-aminoquinuclidine (0.63 g, 5 mmol) and 2-methoxybenzoyl isocyanate (1.0 g, 5 mmol), giving crude title product (1.6 g) which was purified as its 1:1 fumarate mp 187°-188° C. (0.79 g) Reactants: ClCCCN1C(CC2=CC=CC=C12)CCl (1-(3-chloropropyl)-2-chloromethyl-indoline), C(C1=CC=CC=C1)N (benzylamine), CC(=O)C (acetone). The solvent is O (water). Conditions: time 10 hour. Product: C(C1=CC=CC=C1)NCCCN1C(CC2=CC=CC=C12)CCl (1-(3-Benzylaminopropyl)-2-chloromethyl-indoline), ClCCCN1C(CC2=CC=CC=C12)CNCC1=CC=CC=C1 (1-(3-chloro-propyl)-2-benzylaminomethyl-indoline). As a reaction SMILES: [Cl:1][CH2:2][CH2:3][CH2:4][N:5]1[C:13]2[C:8](=[CH:9][CH:10]=[CH:11][CH:12]=2)[CH2:7][CH:6]1[CH2:14][Cl:15].[CH2:16]([NH2:23])[C:17]1[CH:22]=[CH:21][CH:20]=[CH:19][CH:18]=1.CC(C)=O>O>[CH2:16]([NH:23][CH2:2][CH2:3][CH2:4][N:5]1[C:13]2[C:8](=[CH:9][CH:10]=[CH:11][CH:12]=2)[CH2:7][CH:6]1[CH2:14][Cl:15])[C:17]1[CH:22]=[CH:21][CH:20]=[CH:19][CH:18]=1.[Cl:1][CH2:2][CH2:3][CH2:4][N:5]1[C:13]2[C:8](=[CH:9][CH:10]=[CH:11][CH:12]=2)[CH2:7][CH:6]1[CH2:14][NH:23][CH2:16][C:17]1[CH:22]=[CH:21][CH:20]=[CH:19][CH:18]=1. Procedure details: A mixture of 2.44 g of 1-(3-chloropropyl)-2-chloromethyl-indoline, 3.2 g of benzylamine, 30 ml of acetone and 20 ml of water is boiled for 10 hours. 1-(3-Benzylaminopropyl)-2-chloromethyl-indoline and 1-(3-chloro-propyl)-2-benzylaminomethyl-indoline are formed intermediately and are not isolated. After the customary working up, 2-benzyl-2,3,4,5,11,11a-hexahydro-1H-1,4-diazepino-[1,2-a]indole is obtained. The reactants are FC(C(=O)O)(F)F (trifluoroacetic acid), C(#N)C=1C=C2C(=CC=NC2=CC1OCC1CCN(CC1)C(=O)OC(C)(C)C)OC1=CC(=C(C=C1)NC(=O)NC1CC1)F (tert-butyl 4-(((6-cyano-4-(4-(((cyclopropylamino)carbonyl)amino)-3-fluorophenoxy)-7-quinolyl)oxy)methyl)-1-piperidinecarboxylate), O.C(O)(O)=O (bicarbonate water). Run in C(C)(=O)OCC (ethyl acetate). Reaction conditions: time 7 minute. The product is C(#N)C=1C=C2C(=CC=NC2=CC1OCC1CCNCC1)OC1=CC(=C(C=C1)NC(=O)NC1CC1)F (N-(4-((6-Cyano-7-(4-piperidylmethoxy)-4-quinolyl)oxy)-2-fluorophenyl)-N′-cyclopropylurea). The yield is 113.9%. RXN SMILES: FC(F)(F)C(O)=O.[C:8]([C:10]1[CH:11]=[C:12]2[C:17](=[CH:18][C:19]=1[O:20][CH2:21][CH:22]1[CH2:27][CH2:26][N:25](C(OC(C)(C)C)=O)[CH2:24][CH2:23]1)[N:16]=[CH:15][CH:14]=[C:13]2[O:35][C:36]1[CH:41]=[CH:40][C:39]([NH:42][C:43]([NH:45][CH:46]2[CH2:48][CH2:47]2)=[O:44])=[C:38]([F:49])[CH:37]=1)#[N:9].O.C(=O)(O)O>C(OCC)(=O)C>[C:8]([C:10]1[CH:11]=[C:12]2[C:17](=[CH:18][C:19]=1[O:20][CH2:21][CH:22]1[CH2:27][CH2:26][NH:25][CH2:24][CH2:23]1)[N:16]=[CH:15][CH:14]=[C:13]2[O:35][C:36]1[CH:41]=[CH:40][C:39]([NH:42][C:43]([NH:45][CH:46]2[CH2:48][CH2:47]2)=[O:44])=[C:38]([F:49])[CH:37]=1)#[N:9] |f:2.3|. Procedure: After adding 5 ml of trifluoroacetic acid to 340 mg of tert-butyl 4-(((6-cyano-4-(4-(((cyclopropylamino)carbonyl)amino)-3-fluorophenoxy)-7-quinolyl)oxy)methyl)-1-piperidinecarboxylate, the mixture was stirred at room temperature for 7 minutes. Saturated bicarbonate water and ethyl acetate were added to the reaction solution for extraction. The ethyl acetate layer was washed with saline and dried over sodium sulfate. The drying agent was filtered off and the solvent was distilled off under reduce... Reactants: solution, [OH-].[Li+] (lithium hydroxide), FC=1C=C(C=CC1)C1=CC(=NN1C1=CC(=CC=C1)OC)C(=O)OCC (Ethyl 5-(3-fluorophenyl)-1-(3-methoxyphenyl)-1H-pyrazole-3-carboxylate). Run in O (water), O1CCOCC1 (1,4-dioxane). Reaction conditions: temperature 70 celsius, time 1 hour. Product: FC=1C=C(C=CC1)C1=CC(=NN1C1=CC(=CC=C1)OC)C(=O)O (5-(3-Fluorophenyl)-1-(3-methoxyphenyl)-1H-pyrazole-3-carboxylic acid). Reaction SMILES: [F:1][C:2]1[CH:3]=[C:4]([C:8]2[N:12]([C:13]3[CH:18]=[CH:17][CH:16]=[C:15]([O:19][CH3:20])[CH:14]=3)[N:11]=[C:10]([C:21]([O:23]CC)=[O:22])[CH:9]=2)[CH:5]=[CH:6][CH:7]=1.[OH-].[Li+]>O1CCOCC1.O>[F:1][C:2]1[CH:3]=[C:4]([C:8]2[N:12]([C:13]3[CH:18]=[CH:17][CH:16]=[C:15]([O:19][CH3:20])[CH:14]=3)[N:11]=[C:10]([C:21]([OH:23])=[O:22])[CH:9]=2)[CH:5]=[CH:6][CH:7]=1 |f:1.2|. Procedure: 34.0 g (99.9 mmol) of the compound of Example 30A are provided in 150 ml of 1,4-dioxane, 150 ml (300 mmol) of a 2N solution of lithium hydroxide in water are added, and the mixture is stirred at 70° C. for 1 h. The mixture is concentrated, a conc. aqueous hydrogen chloride solution is subsequently added to the residue until the pH is acidic, the mixture is extracted with dichloromethane, and the organic phase is dried over magnesium sulfate, filtered and concentrated. The residue is recrystalliz...